This data is from the Open Reaction Database (ORD), a public repository of structured organic reaction records. The task is: describe an organic reaction: reactants, conditions, products, and yield Starting materials: O=C([O-])[O-], O=C(Cl)c1ccccc1, CCOC(C)=O, CC#N, Cl, [K+], [K+], c1ccc2c3c([nH]c2c1)C1(CCNCC1)CC3. Yields the product O=C(c1ccccc1)N1CCC2(CCc3c2[nH]c2ccccc32)CC1. Reaction SMILES: [C:19](=[O:20])([O-:21])[O-:22].[C:25]([c:26]1[cH:27][cH:28][cH:29][cH:30][cH:31]1)(=[O:32])[Cl:33].[CH3:34][CH2:35][O:36][C:37](=[O:38])[CH3:39].[CH3:40][C:41]#[N:42].[ClH:1].[K+:23].[K+:24].[NH:2]1[CH2:3][CH2:4][C:5]2([CH2:6][CH2:7][c:8]3[c:9]2[nH:10][c:11]2[cH:12][cH:13][cH:14][cH:15][c:16]32)[CH2:17][CH2:18]1>>[N:2]1([C:25]([c:26]2[cH:27][cH:28][cH:29][cH:30][cH:31]2)=[O:32])[CH2:3][CH2:4][C:5]2([CH2:6][CH2:7][c:8]3[c:9]2[nH:10][c:11]2[cH:12][cH:13][cH:14][cH:15][c:16]32)[CH2:17][CH2:18]1. Starting materials: C1(CCCCC1)C1=CC=C(OCC2CN=C(O2)N)C=C1 (5-(4-cyclohexyl-phenoxymethyl)-4,5-dihydro-oxazol-2-ylamine), C(C=C)(=O)OCC (ethyl acrylate), CCCCCCC (heptane). Solvent: C(Cl)Cl (methylene chloride), C(C)O (ethanol). Reaction conditions: temperature 150 celsius. The product is C1(CCCCC1)C1=CC=C(OCC2CN3C(=NC(CC3)=O)O2)C=C1 (2-(4-cyclohexyl-phenoxymethyl)-2,3,5,6-tetrahydro-oxazolo[3,2-a]pyrimidin-7-one). Yield: 26.2%. RXN SMILES: [CH:1]1([C:7]2[CH:20]=[CH:19][C:10]([O:11][CH2:12][CH:13]3[O:17][C:16]([NH2:18])=[N:15][CH2:14]3)=[CH:9][CH:8]=2)[CH2:6][CH2:5][CH2:4][CH2:3][CH2:2]1.[C:21](OCC)(=[O:24])[CH:22]=[CH2:23].CCCCCCC>C(O)C.C(Cl)Cl>[CH:1]1([C:7]2[CH:20]=[CH:19][C:10]([O:11][CH2:12][CH:13]3[O:17][C:16]4=[N:18][C:21](=[O:24])[CH2:22][CH2:23][N:15]4[CH2:14]3)=[CH:9][CH:8]=2)[CH2:2][CH2:3][CH2:4][CH2:5][CH2:6]1. Procedure details: To a solution of 5-(4-cyclohexyl-phenoxymethyl)-4,5-dihydro-oxazol-2-ylamine (350 mg, 1.28 mmol) in ethanol (6 mL) was added ethyl acrylate (255.8 mg, 2.56 mmol). The reaction mixture was heated in a microwave oven at 150° C. for 40 min. The solvent was removed under vacuum, and the residue purified via flash column chromatography (silica gel, 0.5-12% EtOH/CH2Cl2) to afford an oil, which was dissolved in a small amount of methylene chloride and to which was then added heptane. A white solid prec...